Task: describe an organic reaction: reactants, conditions, products, and yield. Dataset: the Open Reaction Database (ORD), a public repository of structured organic reaction records Reactants: CC(CN)(CCCC)C (2,2-Dimethylhex-1-ylamine), [NH2-].[Na+] (sodium amide), C(CCCCC)#N (capronitrile), CI (methyl iodide). Run in O (water), C1(=CC=CC=C1)C (toluene), C1(=CC=CC=C1)C (toluene). The product is CC(C#N)(CCCC)C (2,2-dimethylcapronitrile). Isolated yield 81.0%. Reaction SMILES: [CH3:1][C:2]([CH3:9])([CH2:5][CH2:6][CH2:7][CH3:8])[CH2:3][NH2:4].C(#N)CCCCC.CI.[NH2-].[Na+]>O.C1(C)C=CC=CC=1>[CH3:1][C:2]([CH3:9])([CH2:5][CH2:6][CH2:7][CH3:8])[C:3]#[N:4] |f:3.4|. Reported procedure: 2,2-Dimethylhex-1-ylamine--A solution of capronitrile (25 g., 0.26 mole) and methyl iodide (75 g., 0.53 Mole) in 80 ml. of dry toluene is warmed to 80° and treated gradually with a suspension of sodium amide (25.4 g., 0.65 mole) in 100 ml. of toluene at a rate sufficient to maintain general reflux. After addition is complete, the mixture is stirred and refluxed for an additional 2 hr. period, cooled and treated with 150 ml. of water. The organic layer is separated, washed with water and dried ov... The reactants are O=C([O-])O, CC(=O)O[BH-](OC(C)=O)OC(C)=O, ClCCl, COCC=O, COc1cc2c(Oc3ccc4[nH]c(C)cc4c3)ncnc2cc1OCC1CCNCC1, CO, [Na+], [Na+]. Product: COCCN1CCC(COc2cc3ncnc(Oc4ccc5[nH]c(C)cc5c4)c3cc2OC)CC1. RXN SMILES: [C:51](=[O:52])([O-:53])[OH:54].[C:6]([O:7][BH-:8]([O:9][C:10](=[O:11])[CH3:12])[O:13][C:14](=[O:15])[CH3:16])(=[O:17])[CH3:18].[CH2:56]([Cl:57])[Cl:58].[CH3:1][O:2][CH2:3][CH:4]=[O:5].[CH3:20][O:21][c:22]1[cH:23][c:24]2[c:25]([O:40][c:41]3[cH:42][c:43]4[cH:44][c:45]([CH3:50])[nH:46][c:47]4[cH:48][cH:49]3)[n:26][cH:27][n:28][c:29]2[cH:30][c:31]1[O:32][CH2:33][CH:34]1[CH2:35][CH2:36][NH:37][CH2:38][CH2:39]1.[CH3:59][OH:60].[Na+:19].[Na+:55]>>[CH3:1][O:2][CH2:3][CH2:4][N:37]1[CH2:36][CH2:35][CH:34]([CH2:33][O:32][c:31]2[c:22]([O:21][CH3:20])[cH:23][c:24]3[c:25]([O:40][c:41]4[cH:42][c:43]5[cH:44][c:45]([CH3:50])[nH:46][c:47]5[cH:48][cH:49]4)[n:26][cH:27][n:28][c:29]3[cH:30]2)[CH2:39][CH2:38]1. Starting materials: [Br-], CC[Mg+], C1CCOC1, COc1ccc(CN(Cc2ccc(OC)cc2)c2cccc(C#N)n2)cc1, ClCCl, O. The product is COc1ccc(CN(Cc2ccc(OC)cc2)c2cccc(C3(N)CC3)n2)cc1. RXN SMILES: [Br-:28].[CH2:29]([CH3:30])[Mg+:31].[CH2:33]1[O:34][CH2:35][CH2:36][CH2:37]1.[CH3:1][O:2][c:3]1[cH:4][cH:5][c:6]([CH2:7][N:8]([c:9]2[cH:10][cH:11][cH:12][c:13]([C:15]#[N:16])[n:14]2)[CH2:17][c:18]2[cH:19][cH:20][c:21]([O:24][CH3:25])[cH:22][cH:23]2)[cH:26][cH:27]1.[Cl:38][CH2:39][Cl:40].[OH2:32]>>[CH3:1][O:2][c:3]1[cH:4][cH:5][c:6]([CH2:7][N:8]([c:9]2[cH:10][cH:11][cH:12][c:13]([C:15]3([NH2:16])[CH2:29][CH2:30]3)[n:14]2)[CH2:17][c:18]2[cH:19][cH:20][c:21]([O:24][CH3:25])[cH:22][cH:23]2)[cH:26][cH:27]1. The reactants are CS(=O)(=O)NC=1C=C2C=CN(C2=CC1)CC(=O)OC (methyl 2-(5-(methylsulfonamido)-1H-indol-1-yl)acetate), C(=O)([O-])[O-].[K+].[K+] (K2CO3), Cl.ClCCN1CCOCC1 (4-(2-chloroethyl)morpholine hydrochloride). Solvent: CC#N (CH3CN). Product: O1CCN(CC1)CCN(S(=O)(=O)C)C=1C=C2C=CN(C2=CC1)CC(=O)OC (methyl 2-(5-(N-(2-morpholinoethyl)methylsulfonamido)-1H-indol-1-yl)acetate). Yield: 59.4%. RXN SMILES: [CH3:1][S:2]([NH:5][C:6]1[CH:7]=[C:8]2[C:12](=[CH:13][CH:14]=1)[N:11]([CH2:15][C:16]([O:18][CH3:19])=[O:17])[CH:10]=[CH:9]2)(=[O:4])=[O:3].C([O-])([O-])=O.[K+].[K+].Cl.Cl[CH2:28][CH2:29][N:30]1[CH2:35][CH2:34][O:33][CH2:32][CH2:31]1>CC#N>[O:33]1[CH2:34][CH2:35][N:30]([CH2:29][CH2:28][N:5]([C:6]2[CH:7]=[C:8]3[C:12](=[CH:13][CH:14]=2)[N:11]([CH2:15][C:16]([O:18][CH3:19])=[O:17])[CH:10]=[CH:9]3)[S:2]([CH3:1])(=[O:3])=[O:4])[CH2:31][CH2:32]1 |f:1.2.3,4.5|. Reported procedure: To a solution of methyl 2-(5-(methylsulfonamido)-1H-indol-1-yl)acetate (1.8 g, 6.38 mmol) (prepared in an analogous manner as described in, Example 14, Scheme 14, Steps 1, 2, 3) in CH3CN (30 ml), K2CO3 (1.762 g, 12.75 mmol) and 4-(2-chloroethyl)morpholine hydrochloride (1.186 g, 6.38 mmol) were added, and the mixture heated to reflux for 3 hours. The solvent was removed and the residue was purified by flash chromatography on silica gel (DCM/MeOH 99:1 to 97:3) recovering methyl 2-(5-(N-(2-morphol... Solvent: C(C)O (ethanol). RXN SMILES: [CH3:1][C:2]([OH:13])([CH3:12])[CH2:3][N:4]1[CH:8]=[CH:7][C:6]([N+:9]([O-])=O)=[N:5]1>[Pd].C(O)C>[NH2:9][C:6]1[CH:7]=[CH:8][N:4]([CH2:3][C:2]([CH3:12])([OH:13])[CH3:1])[N:5]=1. The reactants are CC(CN1N=C(C=C1)[N+](=O)[O-])(C)O (2-methyl-1-(3-nitro-pyrazol-1-yl)-propan-2-ol). Procedure details: In a Parr shaker bottle was placed 2-methyl-1-(3-nitro-pyrazol-1-yl)-propan-2-ol (100 mg, 0.54 mmol), 10% palladium on activated carbon (10 mg) and ethanol (5 mL). The bottle was then placed on the Parr shaker under hydrogen (50 psi) for 1 h. The reaction was then filtered through a pad of diatomaceous earth, washed with ethanol, and concentrated in vacuo to afford 1-(3-amino-pyrazol-1-yl)-2-methyl-propan-2-ol (78 mg, 94%), which was taken on to the next step without characterization. Product: NC1=NN(C=C1)CC(C)(O)C (1-(3-amino-pyrazol-1-yl)-2-methyl-propan-2-ol). Reagents/catalysts: [Pd] (palladium on activated carbon). Isolated yield 93.1%. Run at time 1 hour. Starting materials: O=C1NN=C(C=C1)C=1C(=NN2C1C=CC=C2)C2=CC=CC=C2 (3-(3-oxo-2,3-dihydropyridazin-6-yl)-2-phenylpyrazolo[1,5-a]pyridine), [H-].[Na+] (sodium hydride), ice water, O1C2C1CCCC2 (epoxycyclohexane). Solvent: CN(C=O)C (N,N-dimethylformamide). Run at temperature 5 celsius, time 15 minute. Yields the product O[C@@H]1[C@@H](CCCC1)N1N=C(C=CC1=O)C=1C(=NN2C1C=CC=C2)C2=CC=CC=C2 (cis-3-[2-(2-hydroxycyclohexyl)-3-oxo-2,3-dihydropyridazin-6-yl]-2-phenylpyrazolo[1,5-a]pyridine). The yield is 3.1%. Reaction SMILES: [O:1]=[C:2]1[CH:7]=[CH:6][C:5]([C:8]2[C:9]([C:17]3[CH:22]=[CH:21][CH:20]=[CH:19][CH:18]=3)=[N:10][N:11]3[CH:16]=[CH:15][CH:14]=[CH:13][C:12]=23)=[N:4][NH:3]1.[H-].[Na+].[O:25]1[CH:27]2[CH2:28][CH2:29][CH2:30][CH2:31][CH:26]12>CN(C)C=O>[OH:25][C@H:26]1[CH2:31][CH2:30][CH2:29][CH2:28][C@H:27]1[N:3]1[C:2](=[O:1])[CH:7]=[CH:6][C:5]([C:8]2[C:9]([C:17]3[CH:22]=[CH:21][CH:20]=[CH:19][CH:18]=3)=[N:10][N:11]3[CH:16]=[CH:15][CH:14]=[CH:13][C:12]=23)=[N:4]1 |f:1.2|. Procedure details: To a solution of 3-(3-oxo-2,3-dihydropyridazin-6-yl)-2-phenylpyrazolo[1,5-a]pyridine (1.58 g) in 80 ml of N,N-dimethylformamide was added sodium hydride (60% dispersion in mineral oil, 242 mg) at 5° C. After being stirred for 15 minutes at 5° C., the mixture was treated with epoxycyclohexane (1.62 g) and heated to 127° C. for 4.5 hours. The reaction mixture was poured into ice-water (200 ml), and the mixture was extracted with ethyl acetate (100 ml, 50 ml). The combined extracts were washed with... Starting materials: ClCC(C)=O (chloroacetone), [I-].[K+] (potassium iodide), ClC1=C(C=C2CC(C(C2=C1Cl)=O)(C1=CC=CC=C1)C)O (6,7-dichloro-5-hydroxy-2-methyl-2-phenyl-1-indanone), C([O-])([O-])=O.[K+].[K+] (potassium carbonate). The solvent is CC(=O)C (acetone), CC(=O)C (acetone). Reaction conditions: time 18 hour. Yields the product ClC1=C(C=C2CC(C(C2=C1Cl)=O)(C1=CC=CC=C1)C)OCC(C)=O (6,7-dichloro-2-methyl-5-(2-oxopropoxy)-2-phenyl-1-indanone). Reaction SMILES: Cl[CH2:2][C:3](=[O:5])[CH3:4].[I-].[K+].[Cl:8][C:9]1[C:17]([Cl:18])=[C:16]2[C:12]([CH2:13][C:14]([CH3:26])([C:20]3[CH:25]=[CH:24][CH:23]=[CH:22][CH:21]=3)[C:15]2=[O:19])=[CH:11][C:10]=1[OH:27].C(=O)([O-])[O-].[K+].[K+]>CC(C)=O>[Cl:8][C:9]1[C:17]([Cl:18])=[C:16]2[C:12]([CH2:13][C:14]([CH3:26])([C:20]3[CH:21]=[CH:22][CH:23]=[CH:24][CH:25]=3)[C:15]2=[O:19])=[CH:11][C:10]=1[O:27][CH2:2][C:3](=[O:5])[CH3:4] |f:1.2,4.5.6|. Procedure details: A solution containing chloroacetone (11 g., 0.12 mole) and potassium iodide (0.5 g.) in acetone (30 ml) is stored in the dark for 18 hours then added in portions over a one hour period to a stirred refluxing mixture of 6,7-dichloro-5-hydroxy-2-methyl-2-phenyl-1-indanone (24.5 g., 0.08 mole) and potassium carbonate (11.0 g., 0.08 mole) in acetone. The acetone is distilled at reduced pressure and the residue slurried with ether and water to give 6,7-dichloro-2-methyl-5-(2-oxopropoxy)-2-phenyl-1-in... The reactants are CCOC(=O)c1cc(Br)c(OCCO)c(-c2cccc(Cl)c2)c1, CCCCCCCCCCCCN, C1CCOC1, [Li]CCCC, CCOC(C)=O. The product is CCCCCCCCCCCCNC(=O)c1cc(Br)c(OCCO)c(-c2cccc(Cl)c2)c1. Reaction SMILES: [CH2:19]([O:21][C:22](=[O:20])[c:24]1[cH:25][c:26](-[c:35]2[cH:36][c:37]([Cl:41])[cH:38][cH:39][cH:40]2)[c:27]([O:31][CH2:32][CH2:33][OH:34])[c:28]([Br:30])[cH:29]1)[CH3:23].[CH2:1]([CH2:2][CH2:3][CH2:4][CH2:5][CH2:6][CH2:7][CH2:8][CH2:9][CH2:10][CH2:11][CH3:12])[NH2:13].[CH2:48]1[O:49][CH2:50][CH2:51][CH2:52]1.[CH3:14][CH2:15][CH2:16][CH2:17][Li:18].[CH3:42][CH2:43][O:44][C:45]([CH3:46])=[O:47]>>[CH2:1]([CH2:2][CH2:3][CH2:4][CH2:5][CH2:6][CH2:7][CH2:8][CH2:9][CH2:10][CH2:11][CH3:12])[NH:13][C:22](=[O:21])[c:24]1[cH:25][c:26](-[c:35]2[cH:36][c:37]([Cl:41])[cH:38][cH:39][cH:40]2)[c:27]([O:31][CH2:32][CH2:33][OH:34])[c:28]([Br:30])[cH:29]1. Reactants: CC(C)CN(CC(=O)N1CCOCC1)C(=O)CBr, N#CNC(=O)Cc1ccccc1, CC(C)(C)[O-], [K+], CN(C)C=O. Yields the product CC(C)CN(CC(=O)N1CCOCC1)C(=O)CN(C#N)C(=O)Cc1ccccc1. As a reaction SMILES: [Br:19][CH2:20][C:21](=[O:22])[N:23]([CH2:24][C:25](=[O:26])[N:27]1[CH2:28][CH2:29][O:30][CH2:31][CH2:32]1)[CH2:33][CH:34]([CH3:35])[CH3:36].[C:1](#[N:2])[NH:3][C:4]([CH2:5][c:6]1[cH:7][cH:8][cH:9][cH:10][cH:11]1)=[O:12].[CH3:13][C:14]([CH3:15])([O-:16])[CH3:17].[K+:18].[O:37]=[CH:38][N:39]([CH3:40])[CH3:41]>>[C:1](#[N:2])[N:3]([C:4]([CH2:5][c:6]1[cH:7][cH:8][cH:9][cH:10][cH:11]1)=[O:12])[CH2:20][C:21](=[O:22])[N:23]([CH2:24][C:25](=[O:26])[N:27]1[CH2:28][CH2:29][O:30][CH2:31][CH2:32]1)[CH2:33][CH:34]([CH3:35])[CH3:36]. The reactants are [O-]CC.[Na+] (sodium ethoxide), [H-].[Na+] (sodium hydride), Cl.O[C@@H]1CC[C@H](CC1)N (trans-4-hydroxycyclohexylamine hydrochloride), C(C)C1=CC=C(OC=2C(=NC=NC2)N[C@@H]2CC[C@H](CC2)O)C=C1 (5-(4-ethylphenoxy)-4-(trans-4-hydroxycyclohexylamino)pyrimidine), ClC1=NC=NC=C1OC1=CC=C(C=C1)CC (4-chloro-5-(4-ethylphenoxy)pyrimidine). The solvent is C(C)O (ethanol), C(C)O (ethanol). Run at time 65 hour. The product is Cl.C(C)C1=CC=C(OC=2C(=NC=NC2)N[C@@H]2CC[C@H](CC2)O)C=C1 (5-(4-ethylphenoxy)-4-(trans-4-hydroxycyclohexylamino)pyrimidine hydrochloride). Isolated yield 77.0%. RXN SMILES: Cl.O[C@H]1CC[C@H](N)CC1.[O-]CC.[Na+].[H-].[Na+].[CH2:16]([C:18]1[CH:38]=[CH:37][C:21]([O:22][C:23]2[C:24]([NH:29][C@H:30]3[CH2:35][CH2:34][C@H:33]([OH:36])[CH2:32][CH2:31]3)=[N:25][CH:26]=[N:27][CH:28]=2)=[CH:20][CH:19]=1)[CH3:17].[Cl:39]C1C(OC2C=CC(CC)=CC=2)=CN=CN=1>C(O)C>[ClH:39].[CH2:16]([C:18]1[CH:38]=[CH:37][C:21]([O:22][C:23]2[C:24]([NH:29][C@H:30]3[CH2:31][CH2:32][C@H:33]([OH:36])[CH2:34][CH2:35]3)=[N:25][CH:26]=[N:27][CH:28]=2)=[CH:20][CH:19]=1)[CH3:17] |f:0.1,2.3,4.5,9.10|. Procedure: A solution of oxalyl chloride (Aldrich) (1.97 g, 15.2 mmoles) in dichloromethane (6 mL) was added in several portions to a stirred, ice-bath cooled solution of diisopropylformamide (Aldrich) (2.00 g, 15.17 mmoles) in dichloromethane (25 mL). The ice-bath was removed, and the solution was stirred at ambient temperature for 10 minutes. Solid 5-(4-ethylphenoxy)pyrimidin-4(3H)-one (1.00 g, 4.62 mmoles) was added, and the mixture was refluxed with stirring for 45 minutes. The solution was cooled and ...